This data is from the Open Reaction Database (ORD), a public repository of structured organic reaction records. The task is: describe an organic reaction: reactants, conditions, products, and yield Reactants: ClC=1C=C(OC2=C(C(=O)N)C=CC=N2)C=CC1 (2(3-chloro-phenoxy)-nicotinamide), [OH-].[K+] (potassium hydroxide), O (water), C(C=C)Br (allyl bromide). Run in CS(=O)C (methylsulfoxide). Yields the product C(C=C)NC(C1=C(N=CC=C1)OC1=CC(=CC=C1)Cl)=O (N-Allyl-2-(3-chloro-phenoxy)-nicotinamide). RXN SMILES: [Cl:1][C:2]1[CH:3]=[C:4]([CH:15]=[CH:16][CH:17]=1)[O:5][C:6]1[N:14]=[CH:13][CH:12]=[CH:11][C:7]=1[C:8]([NH2:10])=[O:9].[OH-].[K+].[CH2:20](Br)[CH:21]=[CH2:22].O>CS(C)=O>[CH2:22]([NH:10][C:8](=[O:9])[C:7]1[CH:11]=[CH:12][CH:13]=[N:14][C:6]=1[O:5][C:4]1[CH:15]=[CH:16][CH:17]=[C:2]([Cl:1])[CH:3]=1)[CH:21]=[CH2:20] |f:1.2|. Reported procedure: To a stirred solution of 2(3-chloro-phenoxy)-nicotinamide (0.084 g, 0.34 mmole) in methylsulfoxide (2 ml) was added potassium hydroxide powder (0.074 grams, 1.32 mmole) followed by allyl bromide ((0.082 grams, 0.68 mmole). After 1 hour the mixture was poured into water and extracted with methylene chloride. The combined organics were washed with brine, dried over MgSO4, filtered and concentrated to give a clear film (0.011 g). 1H NMR (400 mhz, CD3OD) d 4.37 (q, J=7.26 Hz, 1H), 4.82 (d, J=5.60 Hz... The reactants are C(C)(=O)C=1C(NC(=C(C1)C1=CC=C(C=C1)Cl)C1=C(C=CC=C1)Cl)=O (3-Acetyl-6-(2-chlorophenyl)-5-(4-chlorophenyl)pyridin-2(1H)-one), FC=1C=C(C=O)C=CC1 (3-fluorobenzaldehyde), C[O-].[Na+] (NaOMe). The solvent is C1CCOC1 (THF), CO (MeOH), CCOC(=O)C (EtOAc). Reaction conditions: time 8 hour. Product: ClC1=C(C=CC=C1)C=1C(=CC(C(N1)=O)C(CC(O)C1=CC(=CC=C1)F)=O)C1=CC=C(C=C1)Cl (6-(2-Chlorophenyl)-5-(4-chlorophenyl)-3-[3-(3-fluorophenyl)-3-hydroxypropanoyl]pyridin-2(3H)-one). RXN SMILES: [C:1]([C:4]1[C:5](=[O:24])[NH:6][C:7]([C:17]2[CH:22]=[CH:21][CH:20]=[CH:19][C:18]=2[Cl:23])=[C:8]([C:10]2[CH:15]=[CH:14][C:13]([Cl:16])=[CH:12][CH:11]=2)[CH:9]=1)(=[O:3])[CH3:2].[F:25][C:26]1[CH:27]=[C:28]([CH:31]=[CH:32][CH:33]=1)[CH:29]=[O:30].C[O-].[Na+]>C1COCC1.CO.CCOC(C)=O>[Cl:23][C:18]1[CH:19]=[CH:20][CH:21]=[CH:22][C:17]=1[C:7]1[C:8]([C:10]2[CH:15]=[CH:14][C:13]([Cl:16])=[CH:12][CH:11]=2)=[CH:9][CH:4]([C:1](=[O:3])[CH2:2][CH:29]([C:28]2[CH:31]=[CH:32][CH:33]=[C:26]([F:25])[CH:27]=2)[OH:30])[C:5](=[O:24])[N:6]=1 |f:2.3|. Reported procedure: To the product of Example 4, Step A (0.5 g, 1.4 mmol) in THF (3 mL) and MeOH (1.5 mL) was added 3-fluorobenzaldehyde (0.6 mL, 2.8 mmol) and NaOMe (0.2 g, 0.56 mmol). The reaction was stirred at rt overnight, followed by heating at 50° C. for an additional day. The reaction was diluted with EtOAc and washed with saturated aq NaHCO3, brine, dried (Na2SO4), filtered and concentrated The residue was purified by flash chromatography on silica gel gradient eluted with 0-30% EtOAc in hexane to afford t...